From a dataset of the Open Reaction Database (ORD), a public repository of structured organic reaction records. describe an organic reaction: reactants, conditions, products, and yield Yields the product CON(C)C(=O)Cn1cc(C(=O)NCc2ccc(Cl)cc2)c(=O)c2sc(CCl)cc21. Reaction SMILES: [CH3:40][S:41]([Cl:42])(=[O:43])=[O:44].[CH3:46][N:47]([c:48]1[cH:49][cH:50][n:51][cH:52][cH:53]1)[CH3:54].[Cl:1][c:2]1[cH:3][cH:4][c:5]([CH2:6][NH:7][C:8](=[O:9])[c:10]2[c:11](=[O:28])[c:12]3[c:13]([n:14]([CH2:16][C:17](=[O:18])[N:19]([CH3:20])[O:21][CH3:22])[cH:15]2)[cH:23][c:24]([CH2:26][OH:27])[s:25]3)[cH:29][cH:30]1.[O:55]=[CH:56][N:57]([CH3:58])[CH3:59].[OH2:45].[n:31]1[c:32]([CH3:33])[cH:34][c:35]([CH3:36])[cH:37][c:38]1[CH3:39]>>[Cl:1][c:2]1[cH:3][cH:4][c:5]([CH2:6][NH:7][C:8](=[O:9])[c:10]2[c:11](=[O:28])[c:12]3[c:13]([n:14]([CH2:16][C:17](=[O:18])[N:19]([CH3:20])[O:21][CH3:22])[cH:15]2)[cH:23][c:24]([CH2:26][Cl:42])[s:25]3)[cH:29][cH:30]1. The reactants are CS(=O)(=O)Cl, CN(C)c1ccncc1, CON(C)C(=O)Cn1cc(C(=O)NCc2ccc(Cl)cc2)c(=O)c2sc(CO)cc21, CN(C)C=O, O, Cc1cc(C)nc(C)c1. Reactants: C(C)OC(COC1=C(C(=C(C=C1)C(C)=O)OCCCCCOC1=C(C(=C(C=C1Cl)C(C)=O)O)CCC)CCC)=O ([4-acetyl-3-[5-(4-acetyl-6-chloro-3-hydroxy-2-propylphenoxy)pentyloxy]-2-propylphenoxy]acetic acid ethyl ester), [OH-].[Na+] (sodium hydroxide). Run in CO (methanol). The product is C(C)(=O)C1=C(C(=C(OCC(=O)O)C=C1)CCC)OCCCCCOC1=C(C(=C(C=C1Cl)C(C)=O)O)CCC ([4-acetyl-3-[5-(4-acetyl-6-chloro-3-hydroxy-2-propylphenoxy)pentyloxy]-2-propylphenoxy]acetic acid). Yield: 80.8%. RXN SMILES: C([O:3][C:4](=[O:40])[CH2:5][O:6][C:7]1[CH:12]=[CH:11][C:10]([C:13](=[O:15])[CH3:14])=[C:9]([O:16][CH2:17][CH2:18][CH2:19][CH2:20][CH2:21][O:22][C:23]2[C:28]([Cl:29])=[CH:27][C:26]([C:30](=[O:32])[CH3:31])=[C:25]([OH:33])[C:24]=2[CH2:34][CH2:35][CH3:36])[C:8]=1[CH2:37][CH2:38][CH3:39])C.[OH-].[Na+]>CO>[C:13]([C:10]1[CH:11]=[CH:12][C:7]([O:6][CH2:5][C:4]([OH:40])=[O:3])=[C:8]([CH2:37][CH2:38][CH3:39])[C:9]=1[O:16][CH2:17][CH2:18][CH2:19][CH2:20][CH2:21][O:22][C:23]1[C:28]([Cl:29])=[CH:27][C:26]([C:30](=[O:32])[CH3:31])=[C:25]([OH:33])[C:24]=1[CH2:34][CH2:35][CH3:36])(=[O:15])[CH3:14] |f:1.2|. Procedure details: A solution of 0.945 g (0.0016 mole) of [4-acetyl-3-[5-(4-acetyl-6-chloro-3-hydroxy-2-propylphenoxy)pentyloxy]-2-propylphenoxy]acetic acid ethyl ester in 50 ml of methanol and 8.2 ml (0.0082 mole) of 1.0N sodium hydroxide was stirred at reflux for 2 hours. Most of the solvent was removed in vacuo and the pH of the residue was adjusted to 2.0. The product was extracted with methylene chloride and the dried (magnesium sulfate) extract was concentrated in vacuo. The residue was crystallized from eth... Starting materials: C(C)(C)(C)OC(C1=CC=C(C=C1)CN(OC)C(C=C1OC(OC1=O)(C)C)=O)=O (4-({[2-(2,2-dimethyl-5-oxo-[1,3]-dioxolan-4-ylidene)-acetyl]-methoxyamino}-methyl)-benzoic acid tert-butyl ester), ClC=1C=C(CN(C(=O)C=2CN(C(C2O)=O)C)C)C=CC1Cl (4-Hydroxy-1-methyl-5-oxo-2,5-dihydro-1H-pyrrole-3-carboxylic acid (3,4-dichloro-benzyl)-methyl amide), C=O (paraformaldehyde), CN (methylamine). Solvent: CO (methanol). Yields the product C(C)(C)(C)OC(C1=CC=C(C=C1)CN(OC)C(=O)C=1CN(C(C1O)=O)C)=O (4-{[(4-Hydroxy-1-methyl-5-oxo-2,5-dihydro-1H-pyrrole-3-carbonyl)-methoxy-amino]-methyl}-benzoic acid tert-butyl ester). Yield: 40.0%. RXN SMILES: [C:1]([O:5][C:6](=[O:28])[C:7]1[CH:12]=[CH:11][C:10]([CH2:13][N:14]([C:17](=[O:27])[CH:18]=[C:19]2[C:23](=O)[O:22]C(C)(C)[O:20]2)[O:15][CH3:16])=[CH:9][CH:8]=1)([CH3:4])([CH3:3])[CH3:2].C=O.CN.ClC1C=C(C=CC=1Cl)[CH2:37][N:38](C)[C:39](C1CN(C)C(=O)C=1O)=O>CO>[C:1]([O:5][C:6](=[O:28])[C:7]1[CH:12]=[CH:11][C:10]([CH2:13][N:14]([C:17]([C:18]2[CH2:37][N:38]([CH3:39])[C:23](=[O:22])[C:19]=2[OH:20])=[O:27])[O:15][CH3:16])=[CH:9][CH:8]=1)([CH3:4])([CH3:2])[CH3:3]. Procedure: 4-({[2-(2,2-dimethyl-5-oxo-[1,3]-dioxolan-4-ylidene)-acetyl]-methoxyamino}-methyl)-benzoic acid tert-butyl ester, prepared using the methods described in the previous examples, was treated in methanol with paraformaldehyde and methylamine as described in the preparation of Compound 12 to give the title compound as a white solid (40% yield); mp 157–160° C. 1HNMR 400 MHz (CDCl3) δ (ppm): 1.58 (9H, s, t-Bu), 3.11 (3H, s, NCH3), 3.72 (3H, s, OCH3), 4.16 (2H, s, NCH2), 4.92 (2H, s, NCH2), 7.37 (2H, d... Reactants: O (H2O), C(C)(C)(C)OC(=O)C1(N(S(OC1)=O)C(C1=CC=C(C=C1)OC)C1=CC=C(C=C1)OC)C (3-[bis(4-methoxyphenyl)methyl]-4-methyl-1,2,3-oxathiazolidine-4-carboxylic acid tert-butyl ester 2-oxide), NaIO4, RuO2H2O, ice. The solvent is CC#N (CH3CN). Conditions: time 20 minute. Yields the product C(C)(C)(C)OC(=O)C1(N(S(OC1)(=O)=O)C(C1=CC=C(C=C1)OC)C1=CC=C(C=C1)OC)C (3-[bis(4-methoxyphenyl)methyl]-4-methyl-1,2,3-oxathiazolidine-4-carboxylic acid tert-butyl ester 2,2-dioxide). The yield is 89.0%. RXN SMILES: [C:1]([O:5][C:6]([C:8]1([CH3:31])[CH2:12][O:11][S:10](=[O:13])[N:9]1[CH:14]([C:23]1[CH:28]=[CH:27][C:26]([O:29][CH3:30])=[CH:25][CH:24]=1)[C:15]1[CH:20]=[CH:19][C:18]([O:21][CH3:22])=[CH:17][CH:16]=1)=[O:7])([CH3:4])([CH3:3])[CH3:2].[OH2:32]>CC#N>[C:1]([O:5][C:6]([C:8]1([CH3:31])[CH2:12][O:11][S:10](=[O:32])(=[O:13])[N:9]1[CH:14]([C:23]1[CH:24]=[CH:25][C:26]([O:29][CH3:30])=[CH:27][CH:28]=1)[C:15]1[CH:20]=[CH:19][C:18]([O:21][CH3:22])=[CH:17][CH:16]=1)=[O:7])([CH3:4])([CH3:3])[CH3:2]. Reported procedure: A solution of the diastereomeric sulfamidites 13a (97 mg, 0.22 mmol) in 4 mL of CH3CN was cooled in an ice bath and treated successively with 1.1 eq of NaIO4 (51 mg), a catalytic amount of RuO2H2O (˜1 mg) and 2.4 mL of H2O. After 5 minutes of stirring the ice bath was removed, and the reaction was continued for 20 minutes. The reaction mixture was diluted in 10 mL of EtOAc and washed with 10 mL of saturated NaHCO3 solution. The aqueous layer was extracted with 2×10 mL of EtOAc, and the combined ...